From a dataset of the Open Reaction Database (ORD), a public repository of structured organic reaction records. describe an organic reaction: reactants, conditions, products, and yield Reactants: C(O)([O-])=O.[Na+] (sodium hydrogen carbonate), NC1=C(C(=O)OC(C)(C)C)C=CC(=C1)OC1=CC=CC=C1 (tert-butyl 2-amino-4-phenoxybenzoate), C(C(=O)Cl)(=O)Cl (oxalyl chloride), COC=1C=C(C=CC(=O)O)C=CC1OC (3,4-dimethoxycinnamic acid). The solvent is C(C)N(CC)CC (triethylamine), C(Cl)Cl (methylene chloride), CN(C=O)C (N,N-dimethylformamide), C(Cl)Cl (methylene chloride). Run at time 1 hour. Product: COC=1C=C(C=CC1OC)/C=C/C(=O)NC1=C(C(=O)OC(C)(C)C)C=CC(=C1)OC1=CC=CC=C1 (tert-butyl 2-((E)-3-(3,4-dimethoxyphenyl)acrylamido)-4-phenoxybenzoate). Reaction SMILES: C(Cl)(=O)C(Cl)=O.[CH3:7][O:8][C:9]1[CH:10]=[C:11]([CH:17]=[CH:18][C:19]=1[O:20][CH3:21])[CH:12]=[CH:13][C:14]([OH:16])=O.[NH2:22][C:23]1[CH:35]=[C:34]([O:36][C:37]2[CH:42]=[CH:41][CH:40]=[CH:39][CH:38]=2)[CH:33]=[CH:32][C:24]=1[C:25]([O:27][C:28]([CH3:31])([CH3:30])[CH3:29])=[O:26].C(=O)([O-])O.[Na+]>C(N(CC)CC)C.C(Cl)Cl.CN(C)C=O>[CH3:7][O:8][C:9]1[CH:10]=[C:11](/[CH:12]=[CH:13]/[C:14]([NH:22][C:23]2[CH:35]=[C:34]([O:36][C:37]3[CH:42]=[CH:41][CH:40]=[CH:39][CH:38]=3)[CH:33]=[CH:32][C:24]=2[C:25]([O:27][C:28]([CH3:29])([CH3:30])[CH3:31])=[O:26])=[O:16])[CH:17]=[CH:18][C:19]=1[O:20][CH3:21] |f:3.4|. Procedure: 1.3 mL of methylene chloride, 1.3 μL of N,N-dimethylformamide and 0.031 mL of oxalyl chloride were added to 69 mg of 3,4-dimethoxycinnamic acid at room temperature sequentially and stirred at the same temperature for 1 hour. The reaction mixture was added to a mixed solution of 57 mg of tert-butyl 2-amino-4-phenoxybenzoate, 3.7 mL of methylene chloride and 0.22 mL of triethylamine and stirred at room temperature for 2 hours. A saturated sodium hydrogen carbonate aqueous solution was added to the...